describe an organic reaction: reactants, conditions, products, and yield From a dataset of the Open Reaction Database (ORD), a public repository of structured organic reaction records. The reactants are CO, CCOC(C)=O, [H][H], O=C(OCc1ccccc1)C1CS(=O)(=O)C2CC(=O)N12. Yields the product O=C(O)C1CS(=O)(=O)C2CC(=O)N12. RXN SMILES: [CH3:23][OH:24].[CH3:25][CH2:26][O:27][C:28](=[O:29])[CH3:30].[H:21][H:22].[S:1]1(=[O:19])(=[O:20])[CH2:2][CH:3]([C:9](=[O:10])[O:11][CH2:12][c:13]2[cH:14][cH:15][cH:16][cH:17][cH:18]2)[N:4]2[CH:5]1[CH2:6][C:7]2=[O:8]>>[S:1]1(=[O:19])(=[O:20])[CH2:2][CH:3]([C:9](=[O:10])[OH:11])[N:4]2[CH:5]1[CH2:6][C:7]2=[O:8].